From a dataset of the Open Reaction Database (ORD), a public repository of structured organic reaction records. describe an organic reaction: reactants, conditions, products, and yield The reactants are [Li]CCCC, CI, CC(C)NC(C)C, CC(C)[N-]C(C)C, [Cl-], Cl, [Li+], O=C(COC1CCC(Nc2ccc([N+](=O)[O-])c(C(F)(F)F)c2)CC1)N1CCN(c2ccc(C(F)(F)F)cc2)CC1, [NH4+], C1CCOC1. The product is CC(OC1CCC(Nc2ccc([N+](=O)[O-])c(C(F)(F)F)c2)CC1)C(=O)N1CCN(c2ccc(C(F)(F)F)cc2)CC1. Reaction SMILES: [CH2:8]([Li:9])[CH2:10][CH2:11][CH3:12].[CH3:61][I:62].[CH:1]([NH:2][CH:3]([CH3:4])[CH3:5])([CH3:6])[CH3:7].[CH:53]([N-:54][CH:55]([CH3:56])[CH3:57])([CH3:58])[CH3:59].[Cl-:63].[ClH:65].[Li+:60].[N+:13](=[O:14])([O-:15])[c:16]1[c:17]([C:49]([F:50])([F:51])[F:52])[cH:18][c:19]([NH:22][CH:23]2[CH2:24][CH2:25][CH:26]([O:29][CH2:30][C:31](=[O:32])[N:33]3[CH2:34][CH2:35][N:36]([c:39]4[cH:40][cH:41][c:42]([C:45]([F:46])([F:47])[F:48])[cH:43][cH:44]4)[CH2:37][CH2:38]3)[CH2:27][CH2:28]2)[cH:20][cH:21]1.[NH4+:64].[O:66]1[CH2:67][CH2:68][CH2:69][CH2:70]1>>[CH3:1][CH:30]([O:29][CH:26]1[CH2:25][CH2:24][CH:23]([NH:22][c:19]2[cH:18][c:17]([C:49]([F:50])([F:51])[F:52])[c:16]([N+:13](=[O:14])[O-:15])[cH:21][cH:20]2)[CH2:28][CH2:27]1)[C:31](=[O:32])[N:33]1[CH2:34][CH2:35][N:36]([c:39]2[cH:40][cH:41][c:42]([C:45]([F:46])([F:47])[F:48])[cH:43][cH:44]2)[CH2:37][CH2:38]1.